describe an organic reaction: reactants, conditions, products, and yield From a dataset of the Open Reaction Database (ORD), a public repository of structured organic reaction records. Run at time 72 hour. The yield is 77.0%. RXN SMILES: Cl.Cl.[NH2:3][CH2:4][C:5]1[CH:10]=[CH:9][CH:8]=[CH:7][C:6]=1[C:11]1[CH:16]=[CH:15][CH:14]=[C:13]([CH:17]([N:19]([CH:30]2[CH2:35][CH2:34][N:33]([CH2:36][C:37]3[CH:42]=[CH:41][CH:40]=[CH:39][CH:38]=3)[CH2:32][CH2:31]2)[C:20](=[O:29])[CH2:21][C:22]2[CH:27]=[CH:26][C:25]([Cl:28])=[CH:24][CH:23]=2)[CH3:18])[CH:12]=1.[Cl:43][CH2:44][C:45]([NH2:47])=[O:46].C(=O)([O-])[O-].[K+].[K+].Cl>C(#N)C.C(=O)(O)[O-].[Na+].C(OCC)(=O)C.CCOCC>[ClH:28].[ClH:43].[CH2:36]([N:33]1[CH2:34][CH2:35][CH:30]([N:19]([CH:17]([C:13]2[CH:12]=[C:11]([C:6]3[CH:7]=[CH:8][CH:9]=[CH:10][C:5]=3[CH2:4][NH:3][CH2:44][C:45]([NH2:47])=[O:46])[CH:16]=[CH:15][CH:14]=2)[CH3:18])[C:20](=[O:29])[CH2:21][C:22]2[CH:27]=[CH:26][C:25]([Cl:28])=[CH:24][CH:23]=2)[CH2:31][CH2:32]1)[C:37]1[CH:38]=[CH:39][CH:40]=[CH:41][CH:42]=1 |f:0.1.2,4.5.6,9.10,13.14.15|. Run in C(C)#N (acetonitrile), C(C)(=O)OCC (ethyl acetate), CCOCC (ether), C([O-])(O)=O.[Na+] (sodium bicarbonate). Reported procedure: To a solution of the compound obtained in Example 43 (100 mg) in acetonitrile (10 ml) was added 2-chloroacetic acid amide (22 mg) and potassium carbonate (66 mg), and the mixture was stirred at room temperature for 72 hours, and at 60° C. for 6 hours. The reaction mixture was diluted with saturated sodium bicarbonate (100 ml), and extracted with ethyl acetate (50 ml) twice. The extracted solutions were combined, washed with saturated brine, dried with magnesium sulfate, and concentrated under re... Starting materials: Cl.Cl.NCC1=C(C=CC=C1)C1=CC(=CC=C1)C(C)N(C(CC1=CC=C(C=C1)Cl)=O)C1CCN(CC1)CC1=CC=CC=C1 (N-{1-(2′-(aminomethyl)-1,1′-biphenyl-3-yl)ethyl}-N-(1-benzylpiperidin-4-yl)-4-chlorophenylacetamide dihydrochloride), ClCC(=O)N (2-chloroacetic acid amide), C([O-])([O-])=O.[K+].[K+] (potassium carbonate), Cl (hydrochloric acid). The product is Cl.Cl.C(C1=CC=CC=C1)N1CCC(CC1)N(C(CC1=CC=C(C=C1)Cl)=O)C(C)C=1C=C(C=CC1)C1=C(C=CC=C1)CNCC(=O)N (2-[[[3′-[1-{N-(1-benzylpiperidin-4-yl)-N-(4-chlorophenylacetyl)amino}ethyl]-1,1′-biphenyl-2-yl]methyl)amino)acetamide dihydrochloride). The reactants are material 15, C(CCCCCCCCCCC)C1=C(C=CC=C1)S(=O)(=O)Cl (dodecylbenzene sulfonyl chloride), material 16, material 16, material 15, C1(=CC=C(C=C1)S(=O)(=O)OC(CCCCCC)C)C (1-methylheptyl p-toluenesulfonate), material 14, CC(CCCCCC)O (2-octanol), material 14, material 14. The product is C(CCCCCCCCCCC)C1=C(C=CC=C1)S(=O)(=O)OC(C)C (1-methylethyl dodecylbenzene sulfonate). Isolated yield 83.0%. RXN SMILES: CC(O)CCCCCC.[CH2:10]([C:22]1C=CC=C[C:23]=1S(Cl)(=O)=O)[CH2:11][CH2:12][CH2:13][CH2:14][CH2:15][CH2:16][CH2:17][CH2:18][CH2:19]CC.[C:32]1(C)[CH:37]=[CH:36][C:35]([S:38]([O:41][CH:42]([CH3:49])[CH2:43]CCCCC)(=[O:40])=[O:39])=[CH:34][CH:33]=1>>[CH2:19]([C:34]1[CH:33]=[CH:32][CH:37]=[CH:36][C:35]=1[S:38]([O:41][CH:42]([CH3:43])[CH3:49])(=[O:39])=[O:40])[CH2:18][CH2:17][CH2:16][CH2:15][CH2:14][CH2:13][CH2:12][CH2:11][CH2:10][CH2:22][CH3:23]. Reported procedure: In Example of preparation of material 15, 2-octanol was used in place of 2-propanol in Example of preparation of material 14. In Example of preparation of material 16, dodecylbenzene sulfonyl chloride was used in place of p-toluene sulfonyl chloride in Example of preparation of material 14. Other procedures were made in the same way as Example of preparation of material 14. In Example of preparation of material 15, 1-methylheptyl p-toluenesulfonate was obtained in the yield of 72% and, in Exampl... Starting materials: P(=O)(O)(O)[O-].[K+] (potassium dihydrogen phosphate), [BH4-].[Na+] (Sodium borohydride), C(#N)C(C(=O)OCC)=C1CC[C@H]2[C@@H]3CC=C4CC5(CC[C@]4(C)[C@]3(CC[C@]12C)O)OCCO5 (ethyl 20-cyano-3,3-ethylenedioxy-9α-hydroxypregna-5,17(20)-dien-21-oate), [H-].[Al+3].[Li+].[H-].[H-].[H-] (lithium aluminium hydride). The solvent is O1CCCC1 (tetrahydrofuran). Run at time 5 hour. Product: C(#N)C(C(=O)OCC)[C@H]1CC[C@H]2[C@@H]3CC=C4CC5(CC[C@]4(C)[C@]3(CC[C@]12C)O)OCCO5 (Ethyl 20-cyano-3,3-ethylenedioxy-9α-hydroxypregn-5-en-21-oate). Isolated yield 46.4%. Reaction SMILES: [BH4-].[Na+].[C:3]([C:5](=[C:11]1[C@:28]2([CH3:29])[C@H:14]([C@H:15]3[C@:25]([OH:30])([CH2:26][CH2:27]2)[C@:23]2([CH3:24])[C:18]([CH2:19][C:20]4([O:34][CH2:33][CH2:32][O:31]4)[CH2:21][CH2:22]2)=[CH:17][CH2:16]3)[CH2:13][CH2:12]1)[C:6]([O:8][CH2:9][CH3:10])=[O:7])#[N:4].[H-].[Al+3].[Li+].[H-].[H-].[H-].P([O-])(O)(O)=O.[K+]>O1CCCC1>[C:3]([CH:5]([C@@H:11]1[C@:28]2([CH3:29])[C@H:14]([C@H:15]3[C@:25]([OH:30])([CH2:26][CH2:27]2)[C@:23]2([CH3:24])[C:18]([CH2:19][C:20]4([O:31][CH2:32][CH2:33][O:34]4)[CH2:21][CH2:22]2)=[CH:17][CH2:16]3)[CH2:13][CH2:12]1)[C:6]([O:8][CH2:9][CH3:10])=[O:7])#[N:4] |f:0.1,3.4.5.6.7.8,9.10|. Procedure: Sodium borohydride (0.70 g) was added in small portions to a stirred solution of ethyl 20-cyano-3,3-ethylenedioxy-9α-hydroxypregna-5,17(20)-dien-21-oate (1.76 g) in dry tetrahydrofuran (15 ml). After stirring at room temperature for 5 hours, lithium aluminium hydride (0.12 g) was added in 3 portions and stirring was continued for 3 hours. Aqueous saturated potassium dihydrogen phosphate (15 ml) was added and the mixture was extracted with ethyl acetate. The organic extract was washed with aqueou...